From a dataset of the Open Reaction Database (ORD), a public repository of structured organic reaction records. describe an organic reaction: reactants, conditions, products, and yield The reactants are C(C1=CC=CC=C1)OC1=C(C(=O)NC2=C(C(=O)OC(C)(C)C)C=CC(=C2)C2=CC=CC=C2)C=C(C=C1)N(C)C (tert-butyl 2-(2-(benzyloxy)-5-(dimethylamino)benzamido)-4-phenylbenzoate). Reagents/catalysts: [C].[Pd] (palladium-carbon), [C].[Pd] (palladium-carbon). Run in CO (methanol), C(C)(=O)OCC (ethyl acetate), C(C)(=O)OCC (Ethyl acetate). Run at time 2 hour. Product: CN(C=1C=CC(=C(C(=O)NC2=C(C(=O)OC(C)(C)C)C=CC(=C2)C2=CC=CC=C2)C1)O)C (tert-butyl 2-(5-(dimethylamino)-2-hydroxybenzamido)-4-phenylbenzoate). The yield is 69.0%. As a reaction SMILES: C([O:8][C:9]1[CH:36]=[CH:35][C:34]([N:37]([CH3:39])[CH3:38])=[CH:33][C:10]=1[C:11]([NH:13][C:14]1[CH:26]=[C:25]([C:27]2[CH:32]=[CH:31][CH:30]=[CH:29][CH:28]=2)[CH:24]=[CH:23][C:15]=1[C:16]([O:18][C:19]([CH3:22])([CH3:21])[CH3:20])=[O:17])=[O:12])C1C=CC=CC=1>CO.C(OCC)(=O)C.[C].[Pd]>[CH3:39][N:37]([CH3:38])[C:34]1[CH:35]=[CH:36][C:9]([OH:8])=[C:10]([CH:33]=1)[C:11]([NH:13][C:14]1[CH:26]=[C:25]([C:27]2[CH:32]=[CH:31][CH:30]=[CH:29][CH:28]=2)[CH:24]=[CH:23][C:15]=1[C:16]([O:18][C:19]([CH3:22])([CH3:21])[CH3:20])=[O:17])=[O:12] |f:3.4|. Procedure: To a solution mixture of the obtained tert-butyl 2-(2-(benzyloxy)-5-(dimethylamino)benzamido)-4-phenylbenzoate (0.063 g) in methanol (1.5 mL) and ethyl acetate (2.5 mL), 10% palladium-carbon (32 mg) was added, followed by stirring under a hydrogen atmosphere at room temperature for 2 hours. To the reaction mixture, 10% palladium-carbon (13 mg) was added, followed by stirring under a hydrogen atmosphere at room temperature for 1 hour and 30 minutes. Ethyl acetate was added to the reaction mixture...